From a dataset of the Open Reaction Database (ORD), a public repository of structured organic reaction records. describe an organic reaction: reactants, conditions, products, and yield Yields the product FC=1C=C(C(C)C2=NC(=NO2)CCSC)C=CC1C1=CC=CC=C1 (5-(3-fluoro-4-phenyl-α-methylbenzyl)-3-(2-methylthioethyl)-1,2,4-oxadiazole). Run in C(C)O (ethanol). RXN SMILES: Cl[CH2:2][CH2:3][C:4]1[N:8]=[C:7]([CH:9]([CH3:23])[C:10]2[CH:15]=[CH:14][C:13]([C:16]3[CH:21]=[CH:20][CH:19]=[CH:18][CH:17]=3)=[C:12]([F:22])[CH:11]=2)[O:6][N:5]=1.[CH3:24][SH:25].[Na]>C(O)C>[F:22][C:12]1[CH:11]=[C:10]([CH:15]=[CH:14][C:13]=1[C:16]1[CH:21]=[CH:20][CH:19]=[CH:18][CH:17]=1)[CH:9]([C:7]1[O:6][N:5]=[C:4]([CH2:3][CH2:2][S:25][CH3:24])[N:8]=1)[CH3:23] |f:1.2,^1:25|. Reported procedure: To a solution of 5.0 g of 3-(2-chloroethyl)-5-(3-fluoro-4-phenyl-α-methylbenzyl)-1,2,4-oxadiazole in 100 ml of ethanol was added 12.5 ml of 15% aqueous sodium methyl mercaptan. After stirring with reflux for 1 hour, the reaction mixture was concentrated under reduced pressure, diluted with water and extracted with ethyl acetate. The organic phase was washed with water, dried over magnesium sulfate and evaporated. The residue was chromatographed over silica gel using methylene chloride to give 4.... Starting materials: ClCCC1=NOC(=N1)C(C1=CC(=C(C=C1)C1=CC=CC=C1)F)C (3-(2-chloroethyl)-5-(3-fluoro-4-phenyl-α-methylbenzyl)-1,2,4-oxadiazole), CS.[Na] (sodium methyl mercaptan). Reactants: CN1CC2=C(N(C=3C=CC(=CC23)C)CCC(=O)OCC)CC1 (Ethyl 3-(1,2,3,4-tetrahydro-2,8-dimethylpyrido[4,3-b]indol-5-yl)propanoate), N (ammonia). Reaction conditions: time 5 minute. Yields the product CN1CC2=C(N(C=3C=CC(=CC23)C)CCC(=O)N)CC1 (3-(1,2,3,4-tetrahydro-2,8-dimethylpyrido[4,3-b]indol-5-yl)propanamide). Reaction SMILES: [CH3:1][N:2]1[CH2:22][CH2:21][C:5]2[N:6]([CH2:14][CH2:15][C:16]([O:18]CC)=O)[C:7]3[CH:8]=[CH:9][C:10]([CH3:13])=[CH:11][C:12]=3[C:4]=2[CH2:3]1.[NH3:23]>>[CH3:1][N:2]1[CH2:22][CH2:21][C:5]2[N:6]([CH2:14][CH2:15][C:16]([NH2:23])=[O:18])[C:7]3[CH:8]=[CH:9][C:10]([CH3:13])=[CH:11][C:12]=3[C:4]=2[CH2:3]1. Procedure details: Ethyl 3-(1,2,3,4-tetrahydro-2,8-dimethylpyrido[4,3-b]indol-5-yl)propanoate (0.1 g, 0.33 mmol) was taken in 4 ml aqueous ammonia and heated at 120 deg C. for 5 min using in microwave. The solid product precipitated out after the reaction was filtered through a Buchner funnel and washed with 10% sodium bicarbonate (10 ml×2) followed by demineralised water (10 ml×2) wash to obtain 1.25 mg of 3-(1,2,3,4-tetrahydro-2,8-dimethylpyrido[4,3-b]indol-5-yl)propanamide as TFA salt after purification by reve... Reactants: ClCC(COC1=C(C=CC=C1)OCCOC)O (1-chloro-3-[2-(2-methoxyethoxy)phenoxy]-2-propanol), CC1NC(CCC1)C (2,6-dimethylpiperidine). Run in C(C)O (ethanol). Yields the product CC1N(C(CCC1)C)CC(COC1=C(C=CC=C1)OCCOC)O (1-(2,6-dimethylpiperidino)-3-[2-(2-methoxyethoxy)phenoxy]-2-propanol). Yield: 74.3%. Reaction SMILES: Cl[CH2:2][CH:3]([OH:17])[CH2:4][O:5][C:6]1[CH:11]=[CH:10][CH:9]=[CH:8][C:7]=1[O:12][CH2:13][CH2:14][O:15][CH3:16].[CH3:18][CH:19]1[CH2:24][CH2:23][CH2:22][CH:21]([CH3:25])[NH:20]1>C(O)C>[CH3:18][CH:19]1[CH2:24][CH2:23][CH2:22][CH:21]([CH3:25])[N:20]1[CH2:2][CH:3]([OH:17])[CH2:4][O:5][C:6]1[CH:11]=[CH:10][CH:9]=[CH:8][C:7]=1[O:12][CH2:13][CH2:14][O:15][CH3:16]. Reported procedure: A mixture of 5.2 g of 1-chloro-3-[2-(2-methoxyethoxy)phenoxy]-2-propanol, 4.6 g of 2,6-dimethylpiperidine and 50 ml of ethanol is refluxed for 16 hours. The ethanol is removed, and ether is added to the residue. The insoluble matter is filtered off, and the filtrate is extracted with two 80 ml portions of 10% hydrochloric acid. The aqueous layer is made alkaline with sodium hydroxide, and the separated oil is extracted twice with ether. The ether layer is dried over anhydrous potassium carbonate... Conditions: time 10 minute. The product is ClC1=CC=C(C(=O)C2=CC=C(COC3=NC4=CC=CC(=C4C(N3C)=O)C)C=C2)C=C1 (2-[4-(4-Chlorobenzoyl)benzyloxy]-3,5-dimethyl-4(3H)-quinazolinone). Reaction SMILES: [Cl:1][C:2]1[CH:17]=[CH:16][C:5]([C:6]([C:8]2[CH:15]=[CH:14][C:11]([CH2:12][OH:13])=[CH:10][CH:9]=2)=[O:7])=[CH:4][CH:3]=1.[H-].[Na+].Cl[C:21]1[N:30]([CH3:31])[C:29](=[O:32])[C:28]2[C:23](=[CH:24][CH:25]=[CH:26][C:27]=2[CH3:33])[N:22]=1>CN(C=O)C>[Cl:1][C:2]1[CH:17]=[CH:16][C:5]([C:6]([C:8]2[CH:15]=[CH:14][C:11]([CH2:12][O:13][C:21]3[N:30]([CH3:31])[C:29](=[O:32])[C:28]4[C:23](=[CH:24][CH:25]=[CH:26][C:27]=4[CH3:33])[N:22]=3)=[CH:10][CH:9]=2)=[O:7])=[CH:4][CH:3]=1 |f:1.2|. Run in CN(C)C=O (DMF). Reactants: ClC1=CC=C(C(=O)C2=CC=C(CO)C=C2)C=C1 (4-(4-chlorobenzoyl)benzyl alcohol), [H-].[Na+] (sodium hydride), ClC1=NC2=CC=CC(=C2C(N1C)=O)C (2-chloro-3,5-dimethyl-4(3H)-quinazolinone). Procedure: To a solution of 4-(4-chlorobenzoyl)benzyl alcohol (1.0 g) in DMF (20 ml) was added 60% sodium hydride (210 mg) and the mixture was stirred at room temperature for 10 minutes. Then, 2-chloro-3,5-dimethyl-4(3H)-quinazolinone (850 mg) was added and the mixture was stirred at room temperature for 1 hour and at 80° C. for 10 minutes. This reaction mixture was concentrated and the residue was dissolved in ethyl acetate, washed with water, dried, and concentrated. The residue was purified by silica ge... The yield is 20.6%. The reactants are CCN=C=NCCCN(C)C.Cl (EDCI hydrochloride), CC(COC1=C(C=CC=C1OC)/C=C/C=1N=C2SC=CN2C1C(=O)O)(C)C (6-{(E)-2-[2-(2,2-Dimethylpropoxy)-3-methoxyphenyl]vinyl}imidazo[2,1-b][1,3]thiazole-5-carboxylic acid), FC(C1=NN=C(S1)N)(F)F (5-(trifluoromethyl)-1,3,4-thiadiazol-2-amine). The reagents and catalysts are CN(C)C=1C=CN=CC1 (DMAP). Run in C(Cl)Cl (DCM), CN(C)C=O (DMF). The product is CC(COC1=C(C=CC=C1OC)/C=C/C=1N=C2SC=CN2C1C(=O)NC=1SC(=NN1)C(F)(F)F)(C)C (6-{(E)-2-[2-(2,2-Dimethylpropoxy)-3-methoxyphenyl]vinyl}-N-[5-(trifluoromethyl)-1,3,4-thiadiazol-2-yl]imidazo[2,1-b][1,3]thiazole-5-carboxamide), product. Reaction SMILES: [CH3:1][C:2]([CH3:27])([CH3:26])[CH2:3][O:4][C:5]1[C:10]([O:11][CH3:12])=[CH:9][CH:8]=[CH:7][C:6]=1/[CH:13]=[CH:14]/[C:15]1[N:16]=[C:17]2[N:21]([C:22]=1[C:23](O)=[O:24])[CH:20]=[CH:19][S:18]2.[F:28][C:29]([F:37])([F:36])[C:30]1[S:34][C:33]([NH2:35])=[N:32][N:31]=1.CCN=C=NCCCN(C)C.Cl>CN(C1C=CN=CC=1)C.C(Cl)Cl.CN(C=O)C>[CH3:1][C:2]([CH3:27])([CH3:26])[CH2:3][O:4][C:5]1[C:10]([O:11][CH3:12])=[CH:9][CH:8]=[CH:7][C:6]=1/[CH:13]=[CH:14]/[C:15]1[N:16]=[C:17]2[N:21]([C:22]=1[C:23]([NH:35][C:33]1[S:34][C:30]([C:29]([F:37])([F:36])[F:28])=[N:31][N:32]=1)=[O:24])[CH:20]=[CH:19][S:18]2 |f:2.3|. Reported procedure: The title compound was prepared according to the general procedure (Method B) by coupling Intermediate 3 (150 mg, 0.388 mmol) with 5-(trifluoromethyl)-1,3,4-thiadiazol-2-amine (78 mg, 0.465 mmol) in the presence of EDCI hydrochloride (148 mg, 0.776 mmol) and DMAP (71 mg, 0.582 mmol) in a mixture of DCM and DMF (4:1, 10 mL) to give 80 mg of the product as an off-white solid; 1H NMR (300 MHz, CDCl3) δ 1.02 (s, 9H), 3.56 (s, 2H), 3.83 (s, 3H), 6.79-6.82 (m, 2H), 6.84-6.94 (m, 2H), 7.28 (d, J=16.5 H... The reactants are ClC1=CC=C(C=C1)C1=NC=2C(=NC=CC2)N1CC(=O)NCCC1N(CCC1)C (2-(4-chlorophenyl)-N-[2-(1-methyl-2-pyrrolidinyl) ethyl]-3H-imidazo[4,5-b]pyridine-3-acetamide), [H][H].ClCl (hydrogen chlorine), C(C)(C)OC(C)C (Isopropyl ether). Run in C(C)(C)O (isopropyl alcohol), C(C)(C)O (isopropyl alcohol). Yields the product O.Cl.ClC1=CC=C(C=C1)C1=NC=2C(=NC=CC2)N1CC(=O)NCCC1N(CCC1)C (2-(4-Chlorophenyl)-N-[2-(1-methyl-2-pyrrolidinyl)ethyl]-3H-imidazo [4,5-b]pyridine-3-acetamide hydrochloride hydrate). Isolated yield 185.7%. Reaction SMILES: [Cl:1][C:2]1[CH:7]=[CH:6][C:5]([C:8]2[N:16]([CH2:17][C:18]([NH:20][CH2:21][CH2:22][CH:23]3[CH2:27][CH2:26][CH2:25][N:24]3[CH3:28])=[O:19])[C:11]3=[N:12][CH:13]=[CH:14][CH:15]=[C:10]3[N:9]=2)=[CH:4][CH:3]=1.[H][H].ClCl.C(OC(C)C)(C)C>C(O)(C)C>[OH2:19].[ClH:1].[Cl:1][C:2]1[CH:3]=[CH:4][C:5]([C:8]2[N:16]([CH2:17][C:18]([NH:20][CH2:21][CH2:22][CH:23]3[CH2:27][CH2:26][CH2:25][N:24]3[CH3:28])=[O:19])[C:11]3=[N:12][CH:13]=[CH:14][CH:15]=[C:10]3[N:9]=2)=[CH:6][CH:7]=1 |f:1.2,5.6.7|. Procedure: A solution of crude 2-(4-chlorophenyl)-N-[2-(1-methyl-2-pyrrolidinyl) ethyl]-3H-imidazo[4,5-b]pyridine-3-acetamide (3.96 g, 0.0100 mole) in hot isopropyl alcohol was acidified with hydrogen chlorine in isopropyl alcohol. Isopropyl ether was added to the cloud point. Upon cooling to room temperature, a solid precipitated. The solid was collected by filtration, rinsed with isopropyl ether, and dried under high vacuum to give 4.2 g (86%) of title compound, mp 171°-175° C.